Dataset: the Open Reaction Database (ORD), a public repository of structured organic reaction records. Task: describe an organic reaction: reactants, conditions, products, and yield The reactants are [OH-].[Na+] (sodium hydroxide), COC([C@@H](NC([C@@H](N=O)C(C)C)=O)CC(C)C)=O (Ketovalylleucine methyl ester). The solvent is CO (methanol). Conditions: time 1 hour. Product: O=N[C@@H](C(C)C)C(=O)N[C@@H](CC(C)C)C(=O)O (Ketovalylleucine). The yield is 71.8%. As a reaction SMILES: [OH-].[Na+].C[O:4][C:5](=[O:20])[C@H:6]([CH2:16][CH:17]([CH3:19])[CH3:18])[NH:7][C:8](=[O:15])[C@H:9]([CH:12]([CH3:14])[CH3:13])[N:10]=[O:11]>CO>[O:11]=[N:10][C@H:9]([C:8]([NH:7][C@H:6]([C:5]([OH:20])=[O:4])[CH2:16][CH:17]([CH3:18])[CH3:19])=[O:15])[CH:12]([CH3:14])[CH3:13] |f:0.1|. Procedure details: 113.5 ml of a 2N sodium hydroxide solution were added to a solution of 22.1 g of the ketovalylleucine methyl ester obtained in Example 10 in 200 ml of methanol, and the mixture was stirred for 1 hour. The methanol solvent was subsequently removed under reduced pressure, and the resulting aqueous solution was buffered with saturated ammonium chloride solution. After the mixture had been adjusted to pH 2 with 6N hydrochloric acid, it was extracted with dichloromethane. The collected organic phases... The reactants are N[C@H]([C@@H](CN1C[C@H]2CCCC[C@H]2C[C@H]1C(=O)NC(C)(C)C)O)CC1=CC=CC=C1 (2-[3(S)-amino-2(R)-hydroxy-4-phenylbutyl]-N-tert.butyl-decahydro-(4aS,8aS)-isoquinoline-3(S)-carboxamide), C(C1=CC=CC=C1)OC(=O)N[C@@H](CC(N)=O)C(=O)O (N-(benzyloxycarbonyl)-L-asparagine), ice, OC1=CC=CC=2NN=NC21 (hydroxybenzotriazole), C(C)N1CCOCC1 (N-ethylmorpholine), C1(CCCCC1)N=C=NC1CCCCC1 (dicyclohexylcarbodiimide). Run in O1CCCC1 (tetrahydrofuran), C(C)(=O)OCC (ethyl acetate). Conditions: time 16 hour. The product is C(C1=CC=CC=C1)OC(=O)N[C@@H](CC(N)=O)C(=O)N[C@H]([C@@H](CN1C[C@H]2CCCC[C@H]2C[C@H]1C(=O)NC(C)(C)C)O)CC1=CC=CC=C1 (2-[3(S)-[[N-(benzyloxycarbonyl)-L-asparaginyl]amino]-2(R)-hydroxy-4-phenylbutyl]-N-tert.butyl-decahydro-(4aS, 8aS)-isoquinoline-3(S)-carboxamide). The yield is 47.8%. Reaction SMILES: [NH2:1][C@@H:2]([CH2:23][C:24]1[CH:29]=[CH:28][CH:27]=[CH:26][CH:25]=1)[C@H:3]([OH:22])[CH2:4][N:5]1[C@H:14]([C:15]([NH:17][C:18]([CH3:21])([CH3:20])[CH3:19])=[O:16])[CH2:13][C@H:12]2[C@H:7]([CH2:8][CH2:9][CH2:10][CH2:11]2)[CH2:6]1.[CH2:30]([O:37][C:38]([NH:40][C@H:41]([C:46](O)=[O:47])[CH2:42][C:43](=[O:45])[NH2:44])=[O:39])[C:31]1[CH:36]=[CH:35][CH:34]=[CH:33][CH:32]=1.OC1C2N=NNC=2C=CC=1.C(N1CCOCC1)C.C1(N=C=NC2CCCCC2)CCCCC1>O1CCCC1.C(OCC)(=O)C>[CH2:30]([O:37][C:38]([NH:40][C@H:41]([C:46]([NH:1][C@@H:2]([CH2:23][C:24]1[CH:25]=[CH:26][CH:27]=[CH:28][CH:29]=1)[C@H:3]([OH:22])[CH2:4][N:5]1[C@H:14]([C:15]([NH:17][C:18]([CH3:21])([CH3:19])[CH3:20])=[O:16])[CH2:13][C@H:12]2[C@H:7]([CH2:8][CH2:9][CH2:10][CH2:11]2)[CH2:6]1)=[O:47])[CH2:42][C:43](=[O:45])[NH2:44])=[O:39])[C:31]1[CH:32]=[CH:33][CH:34]=[CH:35][CH:36]=1. Reported procedure: A solution of 561 mg of 2-[3(S)-amino-2(R)-hydroxy-4-phenylbutyl]-N-tert.butyl-decahydro-(4aS,8aS)-isoquinoline-3(S)-carboxamide and 372 mg of N-(benzyloxycarbonyl)-L-asparagine in 20 ml of dry tetrahydrofuran was cooled in an ice/salt mixture 189 mg of hydroxybenzotriazole, 161 mg of N-ethylmorpholine and 317 mg of dicyclohexylcarbodiimide were added and the mixture was stirred for 16 hours. The mixture was then diluted with ethyl acetate and filtered. The filtrate was washed with aqueous sodiu... The reactants are Br, OCc1ccccc1Cl. Yields the product Clc1ccccc1CBr. RXN SMILES: [BrH:10].[Cl:1][c:2]1[c:3]([CH2:4][OH:5])[cH:6][cH:7][cH:8][cH:9]1>>[Cl:1][c:2]1[c:3]([CH2:4][Br:10])[cH:6][cH:7][cH:8][cH:9]1. Starting materials: COC=1C=C2C3CC(NC(C2=CC1)C3)=O (4-methoxy-9-aza-tricyclo[6.3.1.0*2,7*]dodeca-2,4,6-trien-10-one), Cl (hydrochloric acid). The solvent is C1CCOC1 (THF). Reaction conditions: temperature -10 celsius. The product is oxalate salt, COC=1C=C2C3CCNC(C2=CC1)C3 (4-Methoxy-9-aza-tricyclo[6.3.1.0*2,7*]dodeca-2,4,6-triene). RXN SMILES: [CH3:1][O:2][C:3]1[CH:4]=[C:5]2[C:11](=[CH:12][CH:13]=1)[CH:10]1[CH2:14][CH:6]2[CH2:7][C:8](=O)[NH:9]1.Cl>C1COCC1>[CH3:1][O:2][C:3]1[CH:4]=[C:5]2[C:11](=[CH:12][CH:13]=1)[CH:10]1[CH2:14][CH:6]2[CH2:7][CH2:8][NH:9]1. Procedure: 1 M Borane tetrahydrofuran complex (70 mL) is added dropwise to a solution of 4-methoxy-9-aza-tricyclo[6.3.1.0*2,7*]dodeca-2,4,6-trien-10-one (3.0 g) in THF (20 mL) chilled in an ice bath. The resulting solution is stirred at reflux temperature for 5 h and then at room temperature overnight. The solution is cooled to ca. −10° C. and half-concentrated hydrochloric acid (50 mL) is added carefully. The mixture is stirred at room temperature for 1 h and an additional hour at reflux temperature. The ... The reactants are CC(C)(C)OC(=O)N1CCN(Cc2coc3cc(Oc4nc5ncccc5s4)ccc23)CC1, ClCCl, Cl. Yields the product Cl, c1cnc2nc(Oc3ccc4c(CN5CCNCC5)coc4c3)sc2c1. RXN SMILES: [C:1]([O:2][C:3](=[O:4])[N:8]1[CH2:9][CH2:10][N:11]([CH2:14][c:15]2[cH:16][o:17][c:18]3[c:19]2[cH:20][cH:21][c:22]([O:24][c:25]2[s:26][c:27]4[c:28]([n:29][cH:30][cH:31][cH:32]4)[n:33]2)[cH:23]3)[CH2:12][CH2:13]1)([CH3:5])([CH3:6])[CH3:7].[Cl:35][CH2:36][Cl:37].[ClH:34]>>[ClH:34].[NH:8]1[CH2:9][CH2:10][N:11]([CH2:14][c:15]2[cH:16][o:17][c:18]3[c:19]2[cH:20][cH:21][c:22]([O:24][c:25]2[s:26][c:27]4[c:28]([n:29][cH:30][cH:31][cH:32]4)[n:33]2)[cH:23]3)[CH2:12][CH2:13]1. Reactants: FC(F)(F)c1cc(COC2CCNCC2C(c2ccccc2)c2ccccc2)cc(C(F)(F)F)c1, CCN(C(C)C)C(C)C, ClCCl, Cl, O, OCc1ccccc1. Product: FC(F)(F)c1cc(COC2CCN(Cc3ccccc3)CC2C(c2ccccc2)c2ccccc2)cc(C(F)(F)F)c1. Reaction SMILES: [CH:2]([c:3]1[cH:4][cH:5][cH:6][cH:7][cH:8]1)([c:9]1[cH:10][cH:11][cH:12][cH:13][cH:14]1)[CH:15]1[CH2:16][NH:17][CH2:18][CH2:19][CH:20]1[O:21][CH2:22][c:23]1[cH:24][c:25]([C:33]([F:34])([F:35])[F:36])[cH:26][c:27]([C:29]([F:30])([F:31])[F:32])[cH:28]1.[CH:37]([N:38]([CH:39]([CH3:40])[CH3:41])[CH2:42][CH3:43])([CH3:44])[CH3:45].[Cl:55][CH2:56][Cl:57].[ClH:1].[OH2:54].[OH:46][CH2:47][c:48]1[cH:49][cH:50][cH:51][cH:52][cH:53]1>>[CH:2]([c:3]1[cH:4][cH:5][cH:6][cH:7][cH:8]1)([c:9]1[cH:10][cH:11][cH:12][cH:13][cH:14]1)[CH:15]1[CH2:16][N:17]([CH2:47][c:48]2[cH:49][cH:50][cH:51][cH:52][cH:53]2)[CH2:18][CH2:19][CH:20]1[O:21][CH2:22][c:23]1[cH:24][c:25]([C:33]([F:34])([F:35])[F:36])[cH:26][c:27]([C:29]([F:30])([F:31])[F:32])[cH:28]1. Procedure: {3-[2-(3,4-Dichloro-phenylamino)-thiazol-4-yl]-phenoxy}-phenyl-acetic acid methyl ester was prepared as per procedure I using (3,4-dichloro-phenyl)-thiourea and [3-(2-Bromo-acetyl)-phenoxy]-phenyl-acetic acid methyl ester using Procedure I. Starting materials: ClC=1C=C(C=CC1Cl)NC(=S)N ((3,4-dichloro-phenyl)-thiourea), COC(C(C1=CC=CC=C1)OC1=CC(=CC=C1)C(CBr)=O)=O ([3-(2-Bromo-acetyl)-phenoxy]-phenyl-acetic acid methyl ester). As a reaction SMILES: [Cl:1][C:2]1[CH:3]=[C:4]([NH:9][C:10]([NH2:12])=[S:11])[CH:5]=[CH:6][C:7]=1[Cl:8].[CH3:13][O:14][C:15](=[O:34])[CH:16]([O:23][C:24]1[CH:29]=[CH:28][CH:27]=[C:26]([C:30](=O)[CH2:31]Br)[CH:25]=1)[C:17]1[CH:22]=[CH:21][CH:20]=[CH:19][CH:18]=1>>[CH3:13][O:14][C:15](=[O:34])[CH:16]([O:23][C:24]1[CH:29]=[CH:28][CH:27]=[C:26]([C:30]2[N:12]=[C:10]([NH:9][C:4]3[CH:5]=[CH:6][C:7]([Cl:8])=[C:2]([Cl:1])[CH:3]=3)[S:11][CH:31]=2)[CH:25]=1)[C:17]1[CH:18]=[CH:19][CH:20]=[CH:21][CH:22]=1. Yields the product COC(C(C1=CC=CC=C1)OC1=CC(=CC=C1)C=1N=C(SC1)NC1=CC(=C(C=C1)Cl)Cl)=O ({3-[2-(3,4-Dichloro-phenylamino)-thiazol-4-yl]-phenoxy}-phenyl-acetic acid methyl ester).